This data is from the Open Reaction Database (ORD), a public repository of structured organic reaction records. The task is: describe an organic reaction: reactants, conditions, products, and yield The reactants are O=C1CCCc2c(OCc3ccccc3)cccc21, CC(=O)O, COC(=O)OC, [H-], [Na+], C1COCCO1, O. Product: COC(=O)C1CCc2c(OCc3ccccc3)cccc2C1=O. As a reaction SMILES: [CH2:9]([c:10]1[cH:11][cH:12][cH:13][cH:14][cH:15]1)[O:16][c:17]1[c:18]2[c:23]([cH:24][cH:25][cH:26]1)[C:22](=[O:27])[CH2:21][CH2:20][CH2:19]2.[CH3:28][C:29](=[O:30])[OH:31].[CH3:3][O:4][C:5](=[O:6])[O:7][CH3:8].[H-:1].[Na+:2].[O:32]1[CH2:33][CH2:34][O:35][CH2:36][CH2:37]1.[OH2:38]>>[C:5](=[O:6])([O:7][CH3:8])[CH:21]1[CH2:20][CH2:19][c:18]2[c:17]([O:16][CH2:9][c:10]3[cH:11][cH:12][cH:13][cH:14][cH:15]3)[cH:26][cH:25][cH:24][c:23]2[C:22]1=[O:27]. The reactants are COC(=O)C(F)(F)CC(COC(=O)OC(C)(C)C)NC(=O)OC(C)(C)C, CI, [H-], [Na+], CN(C)C=O. The product is COC(=O)C(F)(F)CC(COC(=O)OC(C)(C)C)N(C)C(=O)OC(C)(C)C. Reaction SMILES: [C:1]([CH3:2])([CH3:3])([CH3:4])[O:5][C:6](=[O:7])[NH:8][CH:9]([CH2:10][C:11]([C:12](=[O:13])[O:14][CH3:15])([F:16])[F:17])[CH2:18][O:19][C:20](=[O:21])[O:22][C:23]([CH3:24])([CH3:25])[CH3:26].[CH3:27][I:28].[H-:29].[Na+:30].[O:31]=[CH:32][N:33]([CH3:34])[CH3:35]>>[C:1]([CH3:2])([CH3:3])([CH3:4])[O:5][C:6](=[O:7])[N:8]([CH:9]([CH2:10][C:11]([C:12](=[O:13])[O:14][CH3:15])([F:16])[F:17])[CH2:18][O:19][C:20](=[O:21])[O:22][C:23]([CH3:24])([CH3:25])[CH3:26])[CH3:27]. Starting materials: ClC1=CC(=NC=C1C(=O)OCC)Cl (ethyl 4,6-dichloronicotinate), Cl.CN (methylamine hydrochloride salt), C(C)(C)N(CC)C(C)C (diisopropylethylamine). The solvent is C(C)#N (acetonitrile). Conditions: temperature 70 celsius. The product is ClC1=NC=C(C(=O)OCC)C(=C1)NC (ethyl 6-chloro-4-(methylamino)nicotinate). Yield: 96.5%. RXN SMILES: Cl[C:2]1[C:7]([C:8]([O:10][CH2:11][CH3:12])=[O:9])=[CH:6][N:5]=[C:4]([Cl:13])[CH:3]=1.Cl.CN.[CH:17]([N:20](C(C)C)CC)(C)C>C(#N)C>[Cl:13][C:4]1[CH:3]=[C:2]([NH:20][CH3:17])[C:7]([C:8]([O:10][CH2:11][CH3:12])=[O:9])=[CH:6][N:5]=1 |f:1.2|. Procedure details: To a solution of ethyl 4,6-dichloronicotinate (5.0 g, 22.7 mmol) in acetonitrile (50 mL) was added methylamine hydrochloride salt (1.84 g, 27.2 mmol) and diisopropylethylamine (14.6 g, 113.6 mmol), and the reaction mixture was heated at 70° C. overnight. LCMS showed the reaction was completed. The reaction was cooled to RT, quenched with water (50 mL) and extracted with ethyl acetate (3×100 mL). The organic layers were separated, combined, washed with water (50 mL) and brine (100 mL), dried over... Starting materials: ClCC1=CC=C(C(=O)O)C=C1 (4-(chloromethyl)benzoic acid), Cl.NCCCC(=O)OCC (ethyl 4-aminobutyrate hydrochloride), compound 13e. Product: ClCC1=CC=C(C(=O)NCCCC(=O)OCC)C=C1 (Ethyl 4-(4-(chloromethyl)benzamido)butanoate). RXN SMILES: [Cl:1][CH2:2][C:3]1[CH:11]=[CH:10][C:6]([C:7]([OH:9])=O)=[CH:5][CH:4]=1.Cl.[NH2:13][CH2:14][CH2:15][CH2:16][C:17]([O:19][CH2:20][CH3:21])=[O:18]>>[Cl:1][CH2:2][C:3]1[CH:4]=[CH:5][C:6]([C:7]([NH:13][CH2:14][CH2:15][CH2:16][C:17]([O:19][CH2:20][CH3:21])=[O:18])=[O:9])=[CH:10][CH:11]=1 |f:1.2|. Procedure details: Ethyl 4-(4-(chloromethyl)benzamido)butanoate 13g was prepared by coupling 4-(chloromethyl)benzoic acid 24 with ethyl 4-aminobutyrate 26 according to the procedure described for the compound 13e in Example 21 (Scheme 8). The compound 13g was isolated as colorless oil in 89% yield (2.52 g). 1H NMR (400 MHz, CDCl3): δ 1.24 (3H, t, J=6.8 Hz); 1.96 (2H, quint, J=7.2 Hz); 2.44 (2H, t, J=7.2 Hz); 3.52 (2H, t, J=7.2 Hz); 4.10 (2H, q, J=6.8 Hz); 4.60 (2H, s); 6.62 (1H, broad s); 7.44 (1H, s); 7.46 (1H, s...